The task is: describe an organic reaction: reactants, conditions, products, and yield. This data is from the Open Reaction Database (ORD), a public repository of structured organic reaction records. Reactants: C(C)OC(=O)C1(CC1)C1=CC=C(C=C1)C1=CC=C(C=C1)C1=C(C(=NO1)C)NC1=NC(=CC=C1)Br (1-{4′-[4-(6-bromo-pyridin-2-ylamino)-3-methyl-isoxazol-5-yl]-biphenyl-4-yl}-cyclopropanecarboxylic acid ethyl ester), COC1=NC=CC=C1B(O)O (2-methoxypyridine-3-boronic acid). Product: C(C)OC(=O)C1(CC1)C1=CC=C(C=C1)C1=CC=C(C=C1)C1=C(C(=NO1)C)NC1=CC=CC(=N1)C=1C(=NC=CC1)OC (1-{4′-[4-(2′-Methoxy-[2,3′]bipyridinyl-6-ylamino)-3-methyl-isoxazol-5-yl]-biphenyl-4-yl}-cyclopropanecarboxylic acid ethyl ester). Reaction SMILES: [CH2:1]([O:3][C:4]([C:6]1([C:9]2[CH:14]=[CH:13][C:12]([C:15]3[CH:20]=[CH:19][C:18]([C:21]4[O:25][N:24]=[C:23]([CH3:26])[C:22]=4[NH:27][C:28]4[CH:33]=[CH:32][CH:31]=[C:30](Br)[N:29]=4)=[CH:17][CH:16]=3)=[CH:11][CH:10]=2)[CH2:8][CH2:7]1)=[O:5])[CH3:2].[CH3:35][O:36][C:37]1[C:42](B(O)O)=[CH:41][CH:40]=[CH:39][N:38]=1>>[CH2:1]([O:3][C:4]([C:6]1([C:9]2[CH:14]=[CH:13][C:12]([C:15]3[CH:20]=[CH:19][C:18]([C:21]4[O:25][N:24]=[C:23]([CH3:26])[C:22]=4[NH:27][C:28]4[N:29]=[C:30]([C:42]5[C:37]([O:36][CH3:35])=[N:38][CH:39]=[CH:40][CH:41]=5)[CH:31]=[CH:32][CH:33]=4)=[CH:17][CH:16]=3)=[CH:11][CH:10]=2)[CH2:8][CH2:7]1)=[O:5])[CH3:2]. Procedure details: Prepared according to the procedure described in Example 42, Step 2, using 1-{4′-[4-(6-bromo-pyridin-2-ylamino)-3-methyl-isoxazol-5-yl]-biphenyl-4-yl}-cyclopropanecarboxylic acid ethyl ester and 2-methoxypyridine-3-boronic acid.